This data is from the Open Reaction Database (ORD), a public repository of structured organic reaction records. The task is: describe an organic reaction: reactants, conditions, products, and yield Reactants: C(C)C=1C(NC(NC1SC1=CC(=CC(=C1)C)C)=O)=O (5-Ethyl-6-(3,5-dimethylphenyl)thio-2,4-pyrimidinedione), O(C)C=1C=C(CBr)C=CC1 (3-methoxylbenzyl bromide). The product is COC=1C=C(CN2C(NC(C(=C2SC2=CC(=CC(=C2)C)C)CC)=O)=O)C=CC1 (1-(3-Methoxybenzyl)-5-ethyl-6-(3,5-dimethylphenyl)thio-2,4-pyrimidinedione). Isolated yield 44.1%. RXN SMILES: [CH2:1]([C:3]1[C:4](=[O:19])[NH:5][C:6](=[O:18])[NH:7][C:8]=1[S:9][C:10]1[CH:15]=[C:14]([CH3:16])[CH:13]=[C:12]([CH3:17])[CH:11]=1)[CH3:2].[O:20]([C:22]1[CH:23]=[C:24]([CH:27]=[CH:28][CH:29]=1)[CH2:25]Br)[CH3:21]>>[CH3:21][O:20][C:22]1[CH:23]=[C:24]([CH:27]=[CH:28][CH:29]=1)[CH2:25][N:7]1[C:8]([S:9][C:10]2[CH:11]=[C:12]([CH3:17])[CH:13]=[C:14]([CH3:16])[CH:15]=2)=[C:3]([CH2:1][CH3:2])[C:4](=[O:19])[NH:5][C:6]1=[O:18]. Procedure: 5-Ethyl-6-(3,5-dimethylphenyl)thio-2,4-pyrimidinedione and 3-methoxylbenzyl bromide were reacted by the same way with the example 1 to obtain the titled compound (175 mg, yield: 44.1%). The reactants are Cl.Cl.N[C@H]([C@@H](CNCC1=CC(=CC=C1)C(C)C)O)CC1=CC=CC=C1 ((2R,3S)-3-amino-1-(3-isopropyl-benzylamino)-4-phenyl-butan-2-ol dihydrochloride), O=C1[C@]2(CCCN2CCC)CCN1[C@H](C(=O)O)C ((S)-2-((S)-6-oxo-1-propyl-1,7-diaza-spiro[4.4]non-7-yl)-propionic acid), CN(C)C(=[N+](C)C)ON1C2=C(C=CC=C2)N=N1.[B-](F)(F)(F)F (TBTU), CN1CCOCC1 (N-methyl morpholine). Solvent: C(Cl)Cl (CH2Cl2), C(Cl)Cl (DCM). The product is C(C1=CC=CC=C1)[C@@H]([C@@H](CNCC1=CC(=CC=C1)C(C)C)O)NC([C@H](C)N1C([C@]2(CCCN2CCC)CC1)=O)=O ((S)—N-[(1S,2R)-1-benzyl-2-hydroxy-3-(3-isopropyl-benzylamino)-propyl]-2-((S)-6-oxo-1-propyl-1,7-diaza-spiro[4.4]non-7-yl)-propionamide). Yield: 37.2%. Reaction SMILES: Cl.Cl.[NH2:3][C@@H:4]([CH2:19][C:20]1[CH:25]=[CH:24][CH:23]=[CH:22][CH:21]=1)[C@H:5]([OH:18])[CH2:6][NH:7][CH2:8][C:9]1[CH:14]=[CH:13][CH:12]=[C:11]([CH:15]([CH3:17])[CH3:16])[CH:10]=1.[O:26]=[C:27]1[N:38]([C@@H:39]([CH3:43])[C:40](O)=[O:41])[CH2:37][CH2:36][C@@:28]21[N:32]([CH2:33][CH2:34][CH3:35])[CH2:31][CH2:30][CH2:29]2.CN(C(ON1N=NC2C=CC=CC1=2)=[N+](C)C)C.[B-](F)(F)(F)F.CN1CCOCC1>C(Cl)Cl>[CH2:19]([C@H:4]([NH:3][C:40](=[O:41])[C@@H:39]([N:38]1[CH2:37][CH2:36][C@:28]2([N:32]([CH2:33][CH2:34][CH3:35])[CH2:31][CH2:30][CH2:29]2)[C:27]1=[O:26])[CH3:43])[C@H:5]([OH:18])[CH2:6][NH:7][CH2:8][C:9]1[CH:14]=[CH:13][CH:12]=[C:11]([CH:15]([CH3:16])[CH3:17])[CH:10]=1)[C:20]1[CH:21]=[CH:22][CH:23]=[CH:24][CH:25]=1 |f:0.1.2,4.5|. Reported procedure: A solution of 100 mg (2R,3S)-3-amino-1-(3-isopropyl-benzylamino)-4-phenyl-butan-2-ol dihydrochloride, 79 mg (S)-2-((S)-6-oxo-1-propyl-1,7-diaza-spiro[4.4]non-7-yl)-propionic acid, 102 mg TBTU and 0.171 mL N-methyl morpholine in 5 mL CH2Cl2 is stirred for 5 h at ambient temperature. The solution is diluted with DCM and subsequently washed with bicarbonate, brine, 0.1N HCl and bicarbonate. After drying with MgSO4 all volatiles are evaporated in vacuo and the product is purified by column chromatog... Reactants: ClC1=CC=C(CCNC(C(C(=O)NCCC2=CC=C(C=C2)Cl)NC([C@H](CC2=CC=CC=C2)SCC2=CC=C(C=C2)OC)=O)=O)C=C1 (N,N′-di-(4-chlorophenethyl)-2-((S)-2-(p-methoxybenzylmercapto)-3-phenylpropionylamino)malonamide), C1(=CC=CC=C1)OC (anisole). Reagents/catalysts: C(C)(=O)[O-].[Hg+2].C(C)(=O)[O-] (mercury (II) acetate). The solvent is ClCCl (dichloromethane). Run at time 3 hour. Yields the product ClC1=CC=C(CCNC(C(C(=O)NCCC2=CC=C(C=C2)Cl)NC(C(CC2=CC=CC=C2)S)=O)=O)C=C1 (N,N′-di-(4-chlorophenethyl)-2-(2-mercapto-3-phenylpropionylamino)malonamide). Isolated yield 80.0%. As a reaction SMILES: [Cl:1][C:2]1[CH:46]=[CH:45][C:5]([CH2:6][CH2:7][NH:8][C:9](=[O:44])[CH:10]([NH:23][C:24](=[O:43])[C@@H:25]([S:33]CC2C=CC(OC)=CC=2)[CH2:26][C:27]2[CH:32]=[CH:31][CH:30]=[CH:29][CH:28]=2)[C:11]([NH:13][CH2:14][CH2:15][C:16]2[CH:21]=[CH:20][C:19]([Cl:22])=[CH:18][CH:17]=2)=[O:12])=[CH:4][CH:3]=1.C1(OC)C=CC=CC=1>ClCCl.C([O-])(=O)C.[Hg+2].C([O-])(=O)C>[Cl:1][C:2]1[CH:46]=[CH:45][C:5]([CH2:6][CH2:7][NH:8][C:9](=[O:44])[CH:10]([NH:23][C:24](=[O:43])[CH:25]([SH:33])[CH2:26][C:27]2[CH:28]=[CH:29][CH:30]=[CH:31][CH:32]=2)[C:11]([NH:13][CH2:14][CH2:15][C:16]2[CH:21]=[CH:20][C:19]([Cl:22])=[CH:18][CH:17]=2)=[O:12])=[CH:4][CH:3]=1 |f:3.4.5|. Procedure: Combine of N,N′-di-(4-chlorophenethyl)-2-((S)-2-(p-methoxybenzylmercapto)-3-phenylpropionylamino)malonamide (0.29 g, 0.43 mmol), mercury (II) acetate (0.171 g, 0.54 mmol), and anisole (0.47 mL) in dichloromethane (10 mL). Cool in an ice bath and degas by repeatedly applying vacuum and filling the vessel with nitrogen. Add trifluoroacetic acid (4 mL). After 3 hours, purge with hydrogen sulfide (gas) for about 10 minutes. Filter and evaporate in vacuo to give a residue. Triturate the residue with ... The reactants are C(\C=C(/C)\CCC=C(C)C)CC(C)=O (E-geranylacetone), C(C)N(C(CP(=O)(O)O)=O)CC (phosphonoacetamide diethyl ester), [H-].[Na+] (sodium hydride), O (water). Solvent: C(OC)COC (dimethoxyethane). Run at time 3.5 hour. Yields the product C\C(=C/C(=O)N)\CC\C=C(\CCC=C(C)C)/C ((E,E)-3,7,11-trimethyl-2,6,10-dodecatrienamide). Reaction SMILES: [CH2:1]([CH2:11][C:12](=O)[CH3:13])/[CH:2]=[C:3](/[CH2:5][CH2:6][CH:7]=[C:8]([CH3:10])[CH3:9])\[CH3:4].C([N:17](CC)[C:18](=[O:24])[CH2:19]P(O)(O)=O)C.[H-].[Na+].O>C(COC)OC>[CH3:13]/[C:12](/[CH2:11][CH2:1]/[CH:2]=[C:3](\[CH3:4])/[CH2:5][CH2:6][CH:7]=[C:8]([CH3:10])[CH3:9])=[CH:19]\[C:18]([NH2:17])=[O:24] |f:2.3|. Procedure details: A solution of 5 g of E-geranylacetone in 90 ml of dimethoxyethane is treated at -20° with 25.1 g of phosphonoacetamide diethyl ester and 1.86 g of 50% sodium hydride dispersion in mineral oil. The reaction mixture is stirred at room temperature for 3.5 hours under argon. After the addition of water the mixture is extracted with ethyl acetate. The organic phase is dried and freed from solvent. Crystallization of the (2E/Z,6E)-3,7,11-trimethyl-2,6,10-dodecatrienamide (4:1 2E/Z mixture), which rema... The reactants are O[C@@H]1CC[C@H](CC1)NC1=C(C(=O)NCC2=CC3=C(OCO3)C=C2)C=C(C=C1)[N+](=O)[O-] (2-(trans-4-hydroxycyclohexylamino)-5-nitro-N-(1,3-benzodioxol-5-ylmethyl)benzamide), C[N+]1(CCOCC1)[O-] (4-methylmorpholine N-oxide). Reagents/catalysts: [Ru](=O)(=O)(=O)[O-].C(CC)[N+](CCC)(CCC)CCC (tetrapropylammonium perruthenate). The solvent is ClCCl (dichloromethane), C(C)#N (acetonitrile). Run at time 2 hour. Product: [N+](=O)([O-])C=1C=CC(=C(C(=O)NCC2=CC3=C(OCO3)C=C2)C1)NC1CCC(CC1)=O (5-nitro-2-(4-oxocyclohexylamino)-N-(1,3-benzodioxol-5-ylmethyl)benzamide). Isolated yield 92.5%. RXN SMILES: [OH:1][C@H:2]1[CH2:7][CH2:6][C@H:5]([NH:8][C:9]2[CH:27]=[CH:26][C:25]([N+:28]([O-:30])=[O:29])=[CH:24][C:10]=2[C:11]([NH:13][CH2:14][C:15]2[CH:23]=[CH:22][C:18]3[O:19][CH2:20][O:21][C:17]=3[CH:16]=2)=[O:12])[CH2:4][CH2:3]1.C[N+]1([O-])CCOCC1>ClCCl.C(#N)C.[Ru]([O-])(=O)(=O)=O.C([N+](CCC)(CCC)CCC)CC>[N+:28]([C:25]1[CH:26]=[CH:27][C:9]([NH:8][CH:5]2[CH2:6][CH2:7][C:2](=[O:1])[CH2:3][CH2:4]2)=[C:10]([CH:24]=1)[C:11]([NH:13][CH2:14][C:15]1[CH:23]=[CH:22][C:18]2[O:19][CH2:20][O:21][C:17]=2[CH:16]=1)=[O:12])([O-:30])=[O:29] |f:4.5|. Procedure details: To a solution of 2-(trans-4-hydroxycyclohexylamino)-5-nitro-N-(1,3-benzodioxol-5-ylmethyl)benzamide (100 mg) in dichloromethane (3 mL) and acetonitrile (0.4 mL) were added tetrapropylammonium perruthenate (4.25 mg), 4-methylmorpholine N-oxide (42.5 mg) and molecular sieves (4 Å, 0.2 g). The resulting mixture was stirred for 2 hours at ambient temperature. The mixture was subjected to a silica gel chromatography eluting with ethyl acetate to give 5-nitro-2-(4-oxocyclohexylamino)-N-(1,3-benzodioxo... Reactants: C(C)OC(=O)N1CCN(CC1)C([C@H](CCC(=O)OC(C)(C)C)N)=O (4-((S)-2-amino-4-tert-butoxycarbonyl-butyryl)-piperazine-1-carboxylic acid ethyl ester), Intermediate 86.2, C1=CC=C2C(=C1)N=NN2O.O (HOBT hydrate), CCN=C=NCCCN(C)C.Cl (EDCI hydrochloride), CN(C)C=O (DMF), [NH4+].[Cl-] (NH4Cl). Reaction conditions: time 15 minute. The product is C(C)OC(=O)N1CCN(CC1)C([C@H](CCC(=O)OC(C)(C)C)NC(=O)C1=NC(=NC(=C1)C)C1=CC=CC=C1)=O (4-{(S)-4-tert-butoxycarbonyl-2-[(6-methyl-2-phenyl-pyrimidine-4-carbonyl)-amino]-butyryl}-piperazine-1-carboxylic acid ethyl ester). Reaction SMILES: [CH:1]1[CH:6]=[C:5]2N=NN(O)[C:4]2=[CH:3][CH:2]=1.O.[CH3:12][CH2:13][N:14]=[C:15]=[N:16][CH2:17][CH2:18]CN(C)C.Cl.[CH2:24]([O:26][C:27]([N:29]1[CH2:34][CH2:33][N:32]([C:35](=[O:47])[C@@H:36]([NH2:46])[CH2:37][CH2:38][C:39]([O:41][C:42]([CH3:45])([CH3:44])[CH3:43])=[O:40])[CH2:31][CH2:30]1)=[O:28])[CH3:25].[NH4+].[Cl-].CN([CH:53]=[O:54])C>>[CH2:24]([O:26][C:27]([N:29]1[CH2:30][CH2:31][N:32]([C:35](=[O:47])[C@@H:36]([NH:46][C:53]([C:17]2[CH:18]=[C:13]([CH3:12])[N:14]=[C:15]([C:5]3[CH:4]=[CH:3][CH:2]=[CH:1][CH:6]=3)[N:16]=2)=[O:54])[CH2:37][CH2:38][C:39]([O:41][C:42]([CH3:43])([CH3:45])[CH3:44])=[O:40])[CH2:33][CH2:34]1)=[O:28])[CH3:25] |f:0.1,2.3,5.6|. Reported procedure: Intermediate 86.2 (214 mg), HOBT hydrate (168 mg) and EDCI hydrochloride (210 mg) were dissolved in DMF (7 ml). After 15 min stirring, 4-((S)-2-amino-4-tert-butoxycarbonyl-butyryl)-piperazine-1-carboxylic acid ethyl ester (377 mg) was added and the stirring was continued overnight at RT. A saturated NH4Cl solution was added and the mixture was extracted with EA. The org. phases were dried (Na2SO4) and evaporated off. Column chromatography (EA/Hept 1/3 to 1/1) of the crude offered the compound st... Starting materials: O=[N+]([O-])c1cnc2cc(Br)ccc2c1NCCCCCO, O=C([O-])O, ClCCl, [Na+], O, O=S(Cl)Cl. The product is O=[N+]([O-])c1cnc2cc(Br)ccc2c1NCCCCCCl. Reaction SMILES: [Br:1][c:2]1[cH:3][cH:4][c:5]2[c:6]([NH:15][CH2:16][CH2:17][CH2:18][CH2:19][CH2:20][OH:21])[c:7]([N+:12](=[O:13])[O-:14])[cH:8][n:9][c:10]2[cH:11]1.[C:26](=[O:27])([OH:28])[O-:29].[Cl:32][CH2:33][Cl:34].[Na+:30].[OH2:31].[S:22]([Cl:23])([Cl:24])=[O:25]>>[Br:1][c:2]1[cH:3][cH:4][c:5]2[c:6]([NH:15][CH2:16][CH2:17][CH2:18][CH2:19][CH2:20][Cl:24])[c:7]([N+:12](=[O:13])[O-:14])[cH:8][n:9][c:10]2[cH:11]1.